This data is from the Open Reaction Database (ORD), a public repository of structured organic reaction records. The task is: describe an organic reaction: reactants, conditions, products, and yield Starting materials: Cc1cccnc1CN, O=Cc1ncccc1Cl, ClCCl. Product: Cc1cccnc1CNCc1ncccc1Cl. As a reaction SMILES: [CH3:1][c:2]1[c:3]([CH2:8][NH2:9])[n:4][cH:5][cH:6][cH:7]1.[Cl:10][c:11]1[c:12]([CH:17]=[O:18])[n:13][cH:14][cH:15][cH:16]1.[Cl:19][CH2:20][Cl:21]>>[CH3:1][c:2]1[c:3]([CH2:8][NH:9][CH2:17][c:12]2[c:11]([Cl:10])[cH:16][cH:15][cH:14][n:13]2)[n:4][cH:5][cH:6][cH:7]1. Product: CC1=CC=C(C=C1)C=1C=2N(C=CC1)C(NC2)=O (8-(4-Methylphenyl)imidazo[1,5-a]pyridin-3(2H)-one). The solvent is C(Cl)Cl (methylene chloride). The reactants are COC(=O)C=1NC(N2C1C(=CC=C2)C2=CC=C(C=C2)C)=O (2,3-Dihydro-8-(4-methylphenyl)-3-oxoimidazo[1,5-a]-pyridine-1-carboxylic acid methyl ester), I[Si](C)(C)C (iodotrimethylsilane), C([O-])([O-])=O.[K+].[K+] (potassium carbonate). Reported procedure: Combine 18 g (64 mmol) of the product of Example X with 19 ml (0.13 mol) of iodotrimethylsilane in 500 ml of methylene chloride and heat to reflux for 24 hr. Cool to room temperature and pour the reaction into 1 liter of 10% potassium carbonate. Dry the methylene chloride portion over magnesium sulfate, treat with charcoal, and remove the solvent in vacuo. Crystallize from ether to provide the title compound. Reaction SMILES: COC([C:5]1[NH:6][C:7](=[O:21])[N:8]2[CH:13]=[CH:12][CH:11]=[C:10]([C:14]3[CH:19]=[CH:18][C:17]([CH3:20])=[CH:16][CH:15]=3)[C:9]=12)=O.I[Si](C)(C)C.C(=O)([O-])[O-].[K+].[K+]>C(Cl)Cl>[CH3:20][C:17]1[CH:18]=[CH:19][C:14]([C:10]2[C:9]3[N:8]([C:7](=[O:21])[NH:6][CH:5]=3)[CH:13]=[CH:12][CH:11]=2)=[CH:15][CH:16]=1 |f:2.3.4|. Starting materials: O=C1CCC(=O)N1Br, ClCCl, Cc1nnnn1-c1ccc(C(=CC2CCCC2)C(=O)O)cc1C(F)(F)F, Nc1nccs1, c1ccc(P(c2ccccc2)c2ccccc2)cc1. Yields the product Cc1nnnn1-c1ccc(C(=CC2CCCC2)C(=O)Nc2nccs2)cc1C(F)(F)F. As a reaction SMILES: [Br:20][N:21]1[C:22](=[O:23])[CH2:24][CH2:25][C:26]1=[O:27].[CH2:60]([Cl:61])[Cl:62].[CH:28]1([CH:33]=[C:34]([C:35](=[O:36])[OH:37])[c:38]2[cH:39][c:40]([C:50]([F:51])([F:52])[F:53])[c:41](-[n:44]3[n:45][n:46][n:47][c:48]3[CH3:49])[cH:42][cH:43]2)[CH2:29][CH2:30][CH2:31][CH2:32]1.[NH2:54][c:55]1[s:56][cH:57][cH:58][n:59]1.[c:1]1([P:2]([c:3]2[cH:4][cH:5][cH:6][cH:7][cH:8]2)[c:9]2[cH:10][cH:11][cH:12][cH:13][cH:14]2)[cH:15][cH:16][cH:17][cH:18][cH:19]1>>[CH:28]1([CH:33]=[C:34]([C:35](=[O:37])[NH:54][c:55]2[s:56][cH:57][cH:58][n:59]2)[c:38]2[cH:39][c:40]([C:50]([F:51])([F:52])[F:53])[c:41](-[n:44]3[n:45][n:46][n:47][c:48]3[CH3:49])[cH:42][cH:43]2)[CH2:29][CH2:30][CH2:31][CH2:32]1. Reactants: NC1=C(C(=O)O)C=CC(=N1)N (2,6-Diaminonicotinic acid), CCN=C=NCCCN(C)C (WSC), C=1C=CC2=C(C1)N=NN2O (HOBt), [Cl-].[NH4+] (ammonium chloride), C(C)(C)N(CC)C(C)C (diisopropylethylamine). Run in CS(=O)C (DMSO), O (Water). The product is NC1=C(C(=O)N)C=CC(=N1)N (2,6-Diamino-nicotinamide). Yield: 73.8%. As a reaction SMILES: [NH2:1][C:2]1[N:10]=[C:9]([NH2:11])[CH:8]=[CH:7][C:3]=1[C:4](O)=[O:5].CC[N:14]=C=NCCCN(C)C.C1C=CC2N(O)N=NC=2C=1.[Cl-].[NH4+].C(N(C(C)C)CC)(C)C>O.CS(C)=O>[NH2:1][C:2]1[N:10]=[C:9]([NH2:11])[CH:8]=[CH:7][C:3]=1[C:4]([NH2:14])=[O:5] |f:3.4|. Procedure details: 2,6-Diaminonicotinic acid (1.5 g), WSC (2.8 g), HOBt (2.0 g), ammonium chloride (1.6 g), diisopropylethylamine (7.6 g), and DMSO (45 mL) were stirred for 15 hours at room temperature. Water was added to the reaction solution, which was then extracted with ethyl acetate. The organic layer was concentrated and purified by silica gel chromatography (ethyl acetate, then ethyl acetate:methanol=4:1). The organic layer thus obtained was concentrated and purified by NH silica gel column chromatography (... The reactants are C(C1=CC=CC=C1)OC(C1=C(C=C(C(=C1)Br)OCC1=CC=CC=C1)OCC1=CC=CC=C1)=O (benzyl-2,4-bis-benzyloxy-5-bromobenzoate), [OH-].[Na+] (sodium hydroxide), Cl (hydrochloric acid). Solvent: CO (methanol). The product is C(C1=CC=CC=C1)OC1=C(C(=O)O)C=C(C(=C1)OCC1=CC=CC=C1)Br (2,4-bis-benzyloxy-5-bromobenzoic acid). Yield: 75.0%. Reaction SMILES: C([O:8][C:9](=[O:33])[C:10]1[CH:15]=[C:14]([Br:16])[C:13]([O:17][CH2:18][C:19]2[CH:24]=[CH:23][CH:22]=[CH:21][CH:20]=2)=[CH:12][C:11]=1[O:25][CH2:26][C:27]1[CH:32]=[CH:31][CH:30]=[CH:29][CH:28]=1)C1C=CC=CC=1.[OH-].[Na+].Cl>CO>[CH2:26]([O:25][C:11]1[CH:12]=[C:13]([O:17][CH2:18][C:19]2[CH:24]=[CH:23][CH:22]=[CH:21][CH:20]=2)[C:14]([Br:16])=[CH:15][C:10]=1[C:9]([OH:33])=[O:8])[C:27]1[CH:28]=[CH:29][CH:30]=[CH:31][CH:32]=1 |f:1.2|. Reported procedure: A flask was charged with benzyl-2,4-bis-benzyloxy-5-bromobenzoate (25 g; 50 mmol); 5N aqueous sodium hydroxide (80 mL), and methanol (200 mL). The reaction was heated at reflux overnight, cooled, and acidified to pH=2 with concentrated hydrochloric acid. The solvent was reduced by half using evaporation, and the solid was filtered, washed with water (100 mL), dissolved in dichloromethane, dried with sodium sulfate, and evaporated to give 2,4-bis-benzyloxy-5-bromobenzoic acid (15.5 g; 37.5 mmol).